Dataset: the Open Reaction Database (ORD), a public repository of structured organic reaction records. Task: describe an organic reaction: reactants, conditions, products, and yield Starting materials: CCOC(=O)c1c(C)cccc1OC, CCO, [Na+], [OH-]. The product is COc1cccc(C)c1C(=O)O. RXN SMILES: [CH2:1]([CH3:2])[O:3][C:4]([c:5]1[c:6]([O:12][CH3:13])[cH:7][cH:8][cH:9][c:10]1[CH3:11])=[O:14].[CH3:17][CH2:18][OH:19].[Na+:16].[OH-:15]>>[O:3]=[C:4]([c:5]1[c:6]([O:12][CH3:13])[cH:7][cH:8][cH:9][c:10]1[CH3:11])[OH:14]. Reactants: [BH4-], C=CCC1CC(=O)C2(C)CCC3c4ccc(OCc5ccccc5)cc4CCC3C12, C1CCOC1, [Cl-], [NH4+], [Na+], O. Yields the product C=CCC1CC(O)C2(C)CCC3c4ccc(OCc5ccccc5)cc4CCC3C12. RXN SMILES: [BH4-:31].[CH2:1]([CH:2]=[CH2:3])[CH:4]1[CH2:5][C:6](=[O:30])[C:7]2([CH3:8])[CH:9]1[CH:10]1[CH2:11][CH2:12][c:13]3[cH:14][c:15]([O:22][CH2:23][c:24]4[cH:25][cH:26][cH:27][cH:28][cH:29]4)[cH:16][cH:17][c:18]3[CH:19]1[CH2:20][CH2:21]2.[CH2:36]1[O:37][CH2:38][CH2:39][CH2:40]1.[Cl-:34].[NH4+:35].[Na+:32].[OH2:33]>>[CH2:1]([CH:2]=[CH2:3])[CH:4]1[CH2:5][CH:6]([OH:30])[C:7]2([CH3:8])[CH:9]1[CH:10]1[CH2:11][CH2:12][c:13]3[cH:14][c:15]([O:22][CH2:23][c:24]4[cH:25][cH:26][cH:27][cH:28][cH:29]4)[cH:16][cH:17][c:18]3[CH:19]1[CH2:20][CH2:21]2. Reactants: C(#N)CCNC=1C=C(C(=O)O)C=CC1 (N-(2-cyanoethyl)-3-aminobenzoic acid), [OH-].[Na+] (sodium hydroxide), O (water), Cl (hydrochloric acid). Yields the product C(=O)(O)CCNC=1C=C(C(=O)O)C=CC1 (N-(2-Carboxyethyl)-3-aminobenzoic Acid). RXN SMILES: [C:1]([CH2:3][CH2:4][NH:5][C:6]1[CH:7]=[C:8]([CH:12]=[CH:13][CH:14]=1)[C:9]([OH:11])=[O:10])#N.[OH-:15].[Na+].Cl.[OH2:18]>>[C:1]([CH2:3][CH2:4][NH:5][C:6]1[CH:7]=[C:8]([CH:12]=[CH:13][CH:14]=1)[C:9]([OH:11])=[O:10])([OH:18])=[O:15] |f:1.2|. Procedure details: 266.0 g of N-(2-cyanoethyl)-3-aminobenzoic acid together with 336.0 g of sodium hydroxide in 3 l of water were heated under ref lux for 5 hours. After cooling, the pH was adjusted to 3 with hydrochloric acid, the mixture was cooled and the precipitate was filtered off with suction.